From a dataset of the Open Reaction Database (ORD), a public repository of structured organic reaction records. describe an organic reaction: reactants, conditions, products, and yield The reactants are C(C)OC(=O)C=1C=NC2=CC=CC=C2C1N (4-amino-quinoline-3-carboxylic acid ethyl ester), [H-].[Na+] (sodium hydride), [N-]=C=O (isocyanate), [N-]=C=S (isothiocyanate). Run in CN(C)C=O (DMF), O (water). Run at time 30 minute. Product: N1C(NC(C=2C=NC=3C=CC=CC3C21)=O)=O (1H-pyrimido[5,4-c]quinoline-2,4-dione), thio-ketone. As a reaction SMILES: C(O[C:4]([C:6]1[CH:7]=[N:8][C:9]2[C:14]([C:15]=1[NH2:16])=[CH:13][CH:12]=[CH:11][CH:10]=2)=[O:5])C.[H-].[Na+].[N-:19]=[C:20]=[O:21].[N-]=C=S>CN(C=O)C.O>[NH:16]1[C:15]2[C:14]3[CH:13]=[CH:12][CH:11]=[CH:10][C:9]=3[N:8]=[CH:7][C:6]=2[C:4](=[O:5])[NH:19][C:20]1=[O:21] |f:1.2|. Reported procedure: To a solution of a 4-amino-quinoline-3-carboxylic acid ethyl ester derivative (0.50 mmol) in 10 mL anhydrous DMF is added sodium hydride (4 eq., 2.0 mmol) and stirred at room temperature for 30 min. To this solution an isocyanate or isothiocyanate (1.5-4 eq. 2.0 mmol) is added. The resulting reaction mixture is stirred for 18 h at room temperature or at 100° C. After completion of the reaction, the mixture is poured into water (20 mL) and extracted with ethyl acetate (2×25 mL). The organic extra... Reaction SMILES: [C:1]([CH2:2][CH2:3][CH2:4][CH2:5][CH2:6][CH2:7][CH3:8])([O:10][CH2:9][CH3:11])=[O:12].[CH3:16][CH2:17][OH:18].[NH2:14][NH2:15].[OH2:13]>>[C:1]([CH2:2][CH2:3][CH2:4][CH2:5][CH2:6][CH2:7][CH3:8])(=[O:10])[NH:14][NH2:15]. The reactants are CCCCCCCC(=O)OCC, CCO, NN, O. Product: CCCCCCCC(=O)NN. Reactants: ClCCCl, CCN(C(C)C)C(C)C, CC(C)(NCC(C)(NCc1cnc2cc3c(cc2c1)CC1(C3)C(=O)Nc2ncccc21)c1cc(F)cc(F)c1)C(=O)O, [Na+], O=C([O-])O, CN(C)C=O, On1nnc2ccccc21. The product is CC1(C)NCC(C)(c2cc(F)cc(F)c2)N(Cc2cnc3cc4c(cc3c2)CC2(C4)C(=O)Nc3ncccc32)C1=O. Reaction SMILES: [CH2:43]([Cl:44])[CH2:45][Cl:46].[CH:57]([N:58]([CH2:59][CH3:60])[CH:61]([CH3:62])[CH3:63])([CH3:64])[CH3:65].[F:1][c:2]1[cH:3][c:4]([C:9]([CH2:10][NH:11][C:12]([CH3:13])([C:14](=[O:15])[OH:16])[CH3:17])([CH3:18])[NH:19][CH2:20][c:21]2[cH:22][n:23][c:24]3[cH:25][c:26]4[c:27]([cH:28][c:29]3[cH:30]2)[CH2:31][C:32]2([CH2:33]4)[C:34](=[O:42])[NH:35][c:36]3[n:37][cH:38][cH:39][cH:40][c:41]32)[cH:5][c:6]([F:8])[cH:7]1.[Na+:75].[O-:71][C:72]([OH:73])=[O:74].[O:66]=[CH:67][N:68]([CH3:69])[CH3:70].[OH:47][n:48]1[c:49]2[c:50]([cH:51][cH:52][cH:53][cH:54]2)[n:55][n:56]1>>[F:1][c:2]1[cH:3][c:4]([C:9]2([CH3:18])[CH2:10][NH:11][C:12]([CH3:13])([CH3:17])[C:14](=[O:15])[N:19]2[CH2:20][c:21]2[cH:22][n:23][c:24]3[cH:25][c:26]4[c:27]([cH:28][c:29]3[cH:30]2)[CH2:31][C:32]2([CH2:33]4)[C:34](=[O:42])[NH:35][c:36]3[n:37][cH:38][cH:39][cH:40][c:41]32)[cH:5][c:6]([F:8])[cH:7]1. The reactants are [NH4+].[Cl-] (NH4Cl), FC(S(=O)(=O)OC1=CC(=C(C=C1)[N+](=O)[O-])C)(F)F (3-methyl-4-nitrophenyl trifluoromethanesulfonate), C(C=C)[Mg]Br (allylmagnesium bromide). The solvent is C1CCOC1 (THF), C1CCOC1 (THF). Conditions: time 2 hour. Product: FC(S(=O)(=O)OC=1C=C2C=CNC2=C(C1)C)(F)F (7-methyl-5-indolyl trifluoromethanesulfonate). RXN SMILES: [F:1][C:2]([F:18])([F:17])[S:3]([O:6][C:7]1[CH:12]=[CH:11][C:10]([N+:13]([O-])=O)=[C:9]([CH3:16])[CH:8]=1)(=[O:5])=[O:4].[CH2:19]([Mg]Br)[CH:20]=C.[NH4+].[Cl-]>C1COCC1>[F:1][C:2]([F:18])([F:17])[S:3]([O:6][C:7]1[CH:12]=[C:11]2[C:10](=[C:9]([CH3:16])[CH:8]=1)[NH:13][CH:20]=[CH:19]2)(=[O:5])=[O:4] |f:2.3|. Procedure: A solution of 3-methyl-4-nitrophenyl trifluoromethanesulfonate (8.96 g, 31.4 mmol) in THF (200 mL) at 0° C. was treated dropwise with 1M allylmagnesium bromide in THF (110 mL 110 mmol), stirred for 2 hours, transferred into saturated NH4Cl (200 mL), and extracted with ethyl acetate (200 mL). The extract was dried (MgSO4), filtered, and concentrated. The concentrate was purified by flash column chromatography with 9:1 hexanes/ethyl acetate to provide 3.19 g of the desired product.